This data is from the Open Reaction Database (ORD), a public repository of structured organic reaction records. The task is: describe an organic reaction: reactants, conditions, products, and yield Reactants: C(CCCCCCCCCCC)SCC(CSCCCCCCCCCCCC)O (1,3-bis(n-dodecylthio)-2-propanol), CC=1C=C(C=C(C1O)C(C)(C)C)CCC(=O)OC (methyl 3-(3-methyl-5-tert-butyl-4-hydroxyphenyl)propionate), C(CCCCCCCCCCCCCCC)OCC(CSCCCCCCCCCCCC)O (1-n-hexadecyloxy-3-n-dodecylthio-2-propanol), CC1=C(C=C(C(=C1C)O)C(C)(C)C)CCC(=O)OC (methyl 3-(2,3-dimethyl-5-tert-butyl-4-hydroxyphenyl)propionate). The product is CC1=C(C=C(C(=C1C)O)C(C)(C)C)CCC(=O)OC(CSCCCCCCCCCCCC)CSCCCCCCCCCCCC (1,3-Bis(n-dodecylthio)-2-propyl 3-(2,3-dimethyl-5-tert-butyl-4-hydroxyphenyl)propionate). As a reaction SMILES: [CH2:1]([S:13][CH2:14][CH:15]([OH:30])[CH2:16][S:17][CH2:18][CH2:19][CH2:20][CH2:21][CH2:22][CH2:23][CH2:24][CH2:25][CH2:26][CH2:27][CH2:28][CH3:29])[CH2:2][CH2:3][CH2:4][CH2:5][CH2:6][CH2:7][CH2:8][CH2:9][CH2:10][CH2:11][CH3:12].C(OCC(O)CSCCCCCCCCCCCC)CCCCCCCCCCCCCCC.[CH3:65][C:66]1[C:71]([CH3:72])=[C:70]([OH:73])[C:69]([C:74]([CH3:77])([CH3:76])[CH3:75])=[CH:68][C:67]=1[CH2:78][CH2:79][C:80](OC)=[O:81].CC1C=C(CCC(OC)=O)C=C(C(C)(C)C)C=1O>>[CH3:65][C:66]1[C:71]([CH3:72])=[C:70]([OH:73])[C:69]([C:74]([CH3:76])([CH3:77])[CH3:75])=[CH:68][C:67]=1[CH2:78][CH2:79][C:80]([O:30][CH:15]([CH2:16][S:17][CH2:18][CH2:19][CH2:20][CH2:21][CH2:22][CH2:23][CH2:24][CH2:25][CH2:26][CH2:27][CH2:28][CH3:29])[CH2:14][S:13][CH2:1][CH2:2][CH2:3][CH2:4][CH2:5][CH2:6][CH2:7][CH2:8][CH2:9][CH2:10][CH2:11][CH3:12])=[O:81]. Procedure details: When an equivalent amount of 1,3-bis(n-dodecylthio)-2-propanol was substituted for 1-n-hexadecyloxy-3-n-dodecylthio-2-propanol and an equivalent amount of methyl 3-(2,3-dimethyl-5-tert-butyl-4-hydroxyphenyl)propionate substituted for methyl 3-(3-methyl-5-tert-butyl-4-hydroxyphenyl)propionate in Example 1, the above-named ester was obtained as a viscous oil. (Compound 4) Reactants: COC=1C=C(C(C2=CC=CC=C2)O)C=C(C1OC)[N+](=O)[O-] (3,4-dimethoxy-5-nitrobenzhydrol), [Cr](=O)(=O)([O-])Cl.[NH+]1=CC=CC=C1 (pyridinium chlorochromate). Solvent: C(Cl)Cl (methylene chloride). Run at time 2 hour. Product: COC=1C=C(C(=O)C2=CC=CC=C2)C=C(C1OC)[N+](=O)[O-] (3,4-dimethoxy-5-nitrobenzophenone). RXN SMILES: [CH3:1][O:2][C:3]1[CH:4]=[C:5]([CH:14]=[C:15]([N+:19]([O-:21])=[O:20])[C:16]=1[O:17][CH3:18])[CH:6]([OH:13])[C:7]1[CH:12]=[CH:11][CH:10]=[CH:9][CH:8]=1.[Cr](Cl)([O-])(=O)=O.[NH+]1C=CC=CC=1>C(Cl)Cl>[CH3:1][O:2][C:3]1[CH:4]=[C:5]([CH:14]=[C:15]([N+:19]([O-:21])=[O:20])[C:16]=1[O:17][CH3:18])[C:6]([C:7]1[CH:8]=[CH:9][CH:10]=[CH:11][CH:12]=1)=[O:13] |f:1.2|. Procedure details: 2.5 g of 3,4-dimethoxy-5-nitrobenzhydrol dissolved in 50 ml of methylene chloride are treated with 2.2 g of pyridinium chlorochromate, whereupon the mixture is stirred at room temperature for 2 hours. The insoluble constituents are subsequently filtered. The filtrate is evaporated and the residue is chromatographed on 60 g of silica gel with methylene chloride. After crystallization from methylene chloride/hexane there is obtained 3,4-dimethoxy-5-nitrobenzophenone of m.p. 78°-80°. As a reaction SMILES: [BH4-:20].[CH3:22][OH:23].[CH3:25][CH2:26][O:27][C:28]([CH3:29])=[O:30].[F:1][c:2]1[c:3]([CH:18]=[O:19])[cH:4][c:5]2[cH:6][n:7][n:8]([C:11](=[O:12])[O:13][C:14]([CH3:15])([CH3:16])[CH3:17])[c:9]2[cH:10]1.[Na+:21].[OH2:24]>>[F:1][c:2]1[c:3]([CH2:18][OH:19])[cH:4][c:5]2[cH:6][n:7][n:8]([C:11](=[O:12])[O:13][C:14]([CH3:15])([CH3:16])[CH3:17])[c:9]2[cH:10]1. Starting materials: [BH4-], CO, CCOC(C)=O, CC(C)(C)OC(=O)n1ncc2cc(C=O)c(F)cc21, [Na+], O. Yields the product CC(C)(C)OC(=O)n1ncc2cc(CO)c(F)cc21. Starting materials: COC=1C(=C(CC=2C=CC(=C(C(=O)OC)C2)OC2=CC(=CC=C2)OC)C(=C(C1OC)OC)OC)C (Methyl 5-(3,4,5,6-tetramethoxy-2-methylbenzyl)-2-(3-methoxyphenoxy)benzoate), Cl (hydrochloric acid). Solvent: O (water), [OH-].[Na+] (NaOH), O1CCOCC1 (1,4-dioxane). Reaction conditions: time 6 hour. The product is COC=1C(=C(CC=2C=CC(=C(C(=O)O)C2)OC2=CC(=CC=C2)OC)C(=C(C1OC)OC)OC)C (5-(3,4,5,6-Tetramethoxy-2-methylbenzyl)-2-(3-methoxyphenoxy)benzoic acid). The yield is 98.6%. Reaction SMILES: [CH3:1][O:2][C:3]1[C:4]([CH3:35])=[C:5]([C:26]([O:33][CH3:34])=[C:27]([O:31][CH3:32])[C:28]=1[O:29][CH3:30])[CH2:6][C:7]1[CH:8]=[CH:9][C:10]([O:17][C:18]2[CH:23]=[CH:22][CH:21]=[C:20]([O:24][CH3:25])[CH:19]=2)=[C:11]([CH:16]=1)[C:12]([O:14]C)=[O:13].Cl>[OH-].[Na+].O1CCOCC1.O>[CH3:1][O:2][C:3]1[C:4]([CH3:35])=[C:5]([C:26]([O:33][CH3:34])=[C:27]([O:31][CH3:32])[C:28]=1[O:29][CH3:30])[CH2:6][C:7]1[CH:8]=[CH:9][C:10]([O:17][C:18]2[CH:23]=[CH:22][CH:21]=[C:20]([O:24][CH3:25])[CH:19]=2)=[C:11]([CH:16]=1)[C:12]([OH:14])=[O:13] |f:2.3|. Procedure details: Methyl 5-(3,4,5,6-tetramethoxy-2-methylbenzyl)-2-(3-methoxyphenoxy)benzoate (0.200 g, 0.414 mmol) was dissolved in a mixed solution of an aqueous 1N NaOH solution (3 ml) and 1,4-dioxane (3 ml) and the resulting solution was stirred at room temperature for 6 hours. The reaction solution was diluted with water, rendered acidic with concentrated hydrochloric acid and then extracted with ether. The extract was washed with water and then dried, and the solvent was removed by distillation. The residue... Starting materials: CC(=O)O[BH-](OC(C)=O)OC(C)=O, Cc1ccc2cc(-c3nnc(CCCC=O)n3C)ccc2n1, Cc1cc(-c2ccc3c(c2)CCNCC3)no1, ClCCl, [Na+]. Yields the product Cc1ccc2cc(-c3nnc(CCCCN4CCc5ccc(-c6cc(C)on6)cc5CC4)n3C)ccc2n1. Reaction SMILES: [C:40]([O:41][BH-:42]([O:43][C:44](=[O:45])[CH3:46])[O:47][C:48](=[O:49])[CH3:50])(=[O:51])[CH3:52].[CH3:1][n:2]1[c:3]([CH2:18][CH2:19][CH2:20][CH:21]=[O:22])[n:4][n:5][c:6]1-[c:7]1[cH:8][c:9]2[cH:10][cH:11][c:12]([CH3:17])[n:13][c:14]2[cH:15][cH:16]1.[CH3:23][c:24]1[cH:25][c:26](-[c:29]2[cH:30][c:31]3[c:32]([cH:38][cH:39]2)[CH2:33][CH2:34][NH:35][CH2:36][CH2:37]3)[n:27][o:28]1.[Cl:54][CH2:55][Cl:56].[Na+:53]>>[CH3:1][n:2]1[c:3]([CH2:18][CH2:19][CH2:20][CH2:21][N:35]2[CH2:34][CH2:33][c:32]3[c:31]([cH:30][c:29](-[c:26]4[cH:25][c:24]([CH3:23])[o:28][n:27]4)[cH:39][cH:38]3)[CH2:37][CH2:36]2)[n:4][n:5][c:6]1-[c:7]1[cH:8][c:9]2[cH:10][cH:11][c:12]([CH3:17])[n:13][c:14]2[cH:15][cH:16]1. The reactants are N(C(=O)C)C1=CC=C(C(CN2C(=NC3=C2C=CC=C3)C=3C(=NON3)NCCC#N)=O)C=C1 (4-[1-(4-acetaminophenacyl)-1H-benzimidazol-2-yl]-furazan-3-yl-N-(2-cyanoethyl)-amine), C([O-])(O)=O.[Na+] (sodium bicarbonate). Run in Cl (hydrochloric acid), O (water). The product is NC1=CC=C(C(CN2C(=NC3=C2C=CC=C3)C=3C(=NON3)NCCC(=O)O)=O)C=C1 (4-[1-(4-Aminophenacyl)-1H-benzimidazol-2-yl]-furazan-3-yl-N-(2-carboxyethyl)-amine). As a reaction SMILES: [NH:1]([C:5]1[CH:32]=[CH:31][C:8]([C:9](=[O:30])[CH2:10][N:11]2[C:15]3[CH:16]=[CH:17][CH:18]=[CH:19][C:14]=3[N:13]=[C:12]2[C:20]2[C:21]([NH:25][CH2:26][CH2:27]C#N)=[N:22][O:23][N:24]=2)=[CH:7][CH:6]=1)C(C)=O.[C:33](=[O:36])(O)[O-:34].[Na+]>Cl.O>[NH2:1][C:5]1[CH:32]=[CH:31][C:8]([C:9](=[O:30])[CH2:10][N:11]2[C:15]3[CH:16]=[CH:17][CH:18]=[CH:19][C:14]=3[N:13]=[C:12]2[C:20]2[C:21]([NH:25][CH2:26][CH2:27][C:33]([OH:34])=[O:36])=[N:22][O:23][N:24]=2)=[CH:7][CH:6]=1 |f:1.2|. Procedure details: A solution of 4-[1-(4-acetaminophenacyl)-1H-benzimidazol-2-yl]-furazan-3-yl-N-(2-cyanoethyl)-amine (0.061 g) in aqueous hydrochloric acid (5 ml, HCl conc.) is heated at reflux for two hours. The mixture is diluted with water and neutralized by addition of sodium bicarbonate. Extraction with ethyl acetate, drying over sodium sulphate, filtering and evaporation of the resulting filtrate to dryness gives the title compound in pure form, m.p. 174-177° C. 1H-NMR (400 MHz, d6-DMSO): 12.40 (s, 1H); 7.8... Reactants: C1CCOC1, CC(NCc1ccc(Cl)c(O)c1)c1cccc(Cl)c1, CC(C)OC(=O)N=NC(=O)OC(C)C, c1ccc(P(c2ccccc2)c2ccccc2)cc1, CC(O)c1ccccn1. Product: CC(NCc1ccc(Cl)c(OC(C)c2ccccn2)c1)c1cccc(Cl)c1. Reaction SMILES: [CH2:62]1[O:63][CH2:64][CH2:65][CH2:66]1.[Cl:1][c:2]1[c:3]([OH:19])[cH:4][c:5]([CH2:8][NH:9][CH:10]([CH3:11])[c:12]2[cH:13][c:14]([Cl:18])[cH:15][cH:16][cH:17]2)[cH:6][cH:7]1.[O:39]=[C:40]([O:41][CH:42]([CH3:43])[CH3:44])[N:45]=[N:46][C:47]([O:48][CH:49]([CH3:50])[CH3:51])=[O:52].[c:20]1([P:21]([c:22]2[cH:23][cH:24][cH:25][cH:26][cH:27]2)[c:28]2[cH:29][cH:30][cH:31][cH:32][cH:33]2)[cH:34][cH:35][cH:36][cH:37][cH:38]1.[n:53]1[c:54]([CH:59]([CH3:60])[OH:61])[cH:55][cH:56][cH:57][cH:58]1>>[Cl:1][c:2]1[c:3]([O:19][CH:59]([c:54]2[n:53][cH:58][cH:57][cH:56][cH:55]2)[CH3:60])[cH:4][c:5]([CH2:8][NH:9][CH:10]([CH3:11])[c:12]2[cH:13][c:14]([Cl:18])[cH:15][cH:16][cH:17]2)[cH:6][cH:7]1.